This data is from the Open Reaction Database (ORD), a public repository of structured organic reaction records. The task is: describe an organic reaction: reactants, conditions, products, and yield Solvent: C(C)OC(OCC)OCC (triethylorthoformate), C(C)(=O)O (acetic acid). Yields the product BrC1=C(C=CC(=C1)N1N=NN=C1)OC (2-Bromo-4-(tetrazol-1-yl)anisole). Procedure details: 4-Amino-2-bromoanisole (4.7 g) was suspended in triethylorthoformate (50 ml), trifluoroacetic acid (1.8 ml) was added, and the reaction was heated at reflux for 36 hrs. The triethylorthoformate was removed in vacuo to afford a brown oil, which was dissolved in acetic acid (25 ml), sodium azide (2.25 g) was added and the mixture was heated for 4 hrs. The solvent was removed in vacuo and the residue dispersed between ethyl acetate and saturated sodium hydrogen carbonate. The organic layer was wash... As a reaction SMILES: [NH2:1][C:2]1[CH:7]=[CH:6][C:5]([O:8][CH3:9])=[C:4]([Br:10])[CH:3]=1.F[C:12](F)(F)C(O)=O.[N-:18]=[N+:19]=[N-:20].[Na+]>C(OC(OCC)OCC)C.C(O)(=O)C>[Br:10][C:4]1[CH:3]=[C:2]([N:1]2[CH:12]=[N:20][N:19]=[N:18]2)[CH:7]=[CH:6][C:5]=1[O:8][CH3:9] |f:2.3|. The reactants are NC1=CC(=C(C=C1)OC)Br (4-Amino-2-bromoanisole), FC(C(=O)O)(F)F (trifluoroacetic acid), [N-]=[N+]=[N-].[Na+] (sodium azide). Reactants: ClC=1C=NC(=NC1)C(F)(F)F (5-Chloro-2-trifluoromethyl-pyrimidine), C(C)(C)(C)OC(=O)N1CCNCC1 (piperazine-1-carboxylic acid tert-butyl ester). Solvent: CC(=O)N(C)C (dimethylacetamide). Run at temperature 150 celsius, time 10 minute. Yields the product C(C)(C)(C)OC(=O)N1CCN(CC1)C=1C=NC(=NC1)C(F)(F)F (4-(2-Trifluoromethyl-pyrimidin-5-yl)-piperazine-1-carboxylic acid tert-butyl ester). As a reaction SMILES: Cl[C:2]1[CH:3]=[N:4][C:5]([C:8]([F:11])([F:10])[F:9])=[N:6][CH:7]=1.[C:12]([O:16][C:17]([N:19]1[CH2:24][CH2:23][NH:22][CH2:21][CH2:20]1)=[O:18])([CH3:15])([CH3:14])[CH3:13]>CC(N(C)C)=O>[C:12]([O:16][C:17]([N:19]1[CH2:24][CH2:23][N:22]([C:2]2[CH:3]=[N:4][C:5]([C:8]([F:11])([F:10])[F:9])=[N:6][CH:7]=2)[CH2:21][CH2:20]1)=[O:18])([CH3:15])([CH3:13])[CH3:14]. Reported procedure: 0.26 mmol 5-Chloro-2-trifluoromethyl-pyrimidine was added to 0.26 mmol piperazine-1-carboxylic acid tert-butyl ester in 1.5 ml dimethylacetamide and the reaction mixture was stirred at 150° C. for 10 min. in a microwave oven. After such time the reaction mixture was concentrated and the residue was then purified by column chromatography (SiO2, Heptane/EtOAc) to yield the title compound. MS (m/e): 333.2 (M+H+, 100%) Reactants: [H-].[Na+] (sodium hydride), BrC=1C=CC(=C(CC#N)C1)OCOC (5-bromo-2-methoxymethoxybenzyl cyanide), BrC1=NC=CC=C1OCOC (2-bromo-3-methoxymethoxypyridine), C1(=CC=C(C=C1)S(=O)[O-])C.[Na+] (sodium p-toluenesulfinate). Run in C1CCOC1 (THF). Product: BrC=1C=CC(=C(C(C#N)C2=NC=CC=C2OCOC)C1)OCOC (2-(5-bromo-α-cyano-2-methoxymethoxybenzyl)-3-methoxymethoxypyridine). Isolated yield 80.0%. Reaction SMILES: [Br:1][C:2]1[CH:3]=[CH:4][C:5]([O:11][CH2:12][O:13][CH3:14])=[C:6]([CH:10]=1)[CH2:7][C:8]#[N:9].Br[C:16]1[C:21]([O:22][CH2:23][O:24][CH3:25])=[CH:20][CH:19]=[CH:18][N:17]=1.C1(C)C=CC(S([O-])=O)=CC=1.[Na+].[H-].[Na+]>C1COCC1>[Br:1][C:2]1[CH:3]=[CH:4][C:5]([O:11][CH2:12][O:13][CH3:14])=[C:6]([CH:10]=1)[CH:7]([C:16]1[C:21]([O:22][CH2:23][O:24][CH3:25])=[CH:20][CH:19]=[CH:18][N:17]=1)[C:8]#[N:9] |f:2.3,4.5|. Reported procedure: To a mixture of 5-bromo-2-methoxymethoxybenzyl cyanide (2.10 g), 2-bromo-3-methoxymethoxypyridine (1.79 g), sodium p-toluenesulfinate (0.44 g) and THF (30 ml) was added, at room temperature, 60% sodium hydride (0.69 g), followed by heating for 2 hours under reflux under argon atmosphere. The reaction mixture was poured into a saturated aqueous saline solution, which was subjected to extraction with ethyl acetate. The extract solution was washed with a saturated aqueous saline solution, dried (an... The reactants are [K].CC(C)([O-])C (potassium tert.-butoxide), ice water, O(C1=CC=CC=C1)C1=CC=C(C=C1)O (4-phenoxyphenol). The solvent is CS(=O)C (dimethylsulphoxide). Yields the product [K].O(C1=CC=CC=C1)C1=C(C=CC=C1)[O-] (potassium phenoxy-phenolate). As a reaction SMILES: [K:1].CC(C)([O-:5])C.[O:7]([C:14]1[CH:19]=[CH:18][C:17](O)=[CH:16][CH:15]=1)[C:8]1[CH:13]=[CH:12][CH:11]=[CH:10][CH:9]=1>CS(C)=O>[K:1].[O:7]([C:14]1[CH:19]=[CH:18][CH:17]=[CH:16][C:15]=1[O-:5])[C:8]1[CH:13]=[CH:12][CH:11]=[CH:10][CH:9]=1 |f:0.1,4.5,^1:0,24|. Procedure: 13.2 g of potassium-tert.-butoxide is added portionwise, with slight external cooling (ice water) and with the introduction of nitrogen, to a solution of 20.4 g of 4-phenoxyphenol in 200 ml of dimethylsulphoxide. After potassium-phenoxy-phenolate has formed, with complete dissolving of the potassium-tert.-butoxide, there is added dropwise to the phenolate within 30 minutes at 20°-22° C., with stirring, 21.5 g of 1-bromo-3-phenoxypropane, and the whole is stirred at 30° C. for a further 16 hours.... Starting materials: NC=1C=C(C=CC1)CC(=O)O (3-Aminophenylacetic acid), S(=O)(Cl)Cl (Thionyl chloride), CO (methanol). Run at temperature 0 celsius. The product is NC=1C=C(C=CC1)CC(=O)OC (methyl 3-aminophenylacetate). As a reaction SMILES: [NH2:1][C:2]1[CH:3]=[C:4]([CH2:8][C:9]([OH:11])=[O:10])[CH:5]=[CH:6][CH:7]=1.S(Cl)(Cl)=O.[CH3:16]O>>[NH2:1][C:2]1[CH:3]=[C:4]([CH2:8][C:9]([O:11][CH3:16])=[O:10])[CH:5]=[CH:6][CH:7]=1. Procedure details: 3-Aminophenylacetic acid (15.5 g, 0.10 mol) was suspended in methanol (150 mL) and cooled to 0° C. Thionyl chloride (11.2 mL, 0.15 mol) was added dropwise while stirring. A clear orange solution was obtained, which was stirred for 4 hours, then evaporated. The solid residue was partitioned between ethyl acetate (150 mL) and saturated sodium bicarbonate (150 mL) and the organic phase washed with saturated sodium bicarbonate (100 mL), and brine and dried (Na2SO4) to afford methyl 3-aminophenylacet... Reactants: CC(C)C1NC(OC1)=O (4-(2-propyl)-oxazolidine-2-one), C(CCC)[Li] (n-butyllithium), CCCCCC (hexane), C1(=CC=CC=C1)CCC(=O)Cl (3-phenylpropionyl chloride). Solvent: O1CCCC1 (tetrahydrofuran). Run at temperature -78 celsius, time 20 minute. Yields the product C1(=CC=CC=C1)CCC(=O)N1C(OC[C@H]1C(C)C)=O ((4R)-3-(3-Phenylpropionyl)-4-(2-propyl)-oxazolidine-2-one). The yield is 82.0%. As a reaction SMILES: [CH3:1][CH:2]([CH:4]1[CH2:8][O:7][C:6](=[O:9])[NH:5]1)[CH3:3].C([Li])CCC.CCCCCC.[C:21]1([CH2:27][CH2:28][C:29](Cl)=[O:30])[CH:26]=[CH:25][CH:24]=[CH:23][CH:22]=1>O1CCCC1>[C:21]1([CH2:27][CH2:28][C:29]([N:5]2[C@H:4]([CH:2]([CH3:3])[CH3:1])[CH2:8][O:7][C:6]2=[O:9])=[O:30])[CH:26]=[CH:25][CH:24]=[CH:23][CH:22]=1. Reported procedure: To a stirred solution of 4-(2-propyl)-oxazolidine-2-one in anhydrous tetrahydrofuran (250 ml under a nitrogen atmosphere at -78° C. were added in a dropwise fashion a solution of n-butyllithium in hexane (50 ml, 77.4 mmol) over 5 to 10 min. After stirring an additional 20 min at -78° C. 3-phenylpropionyl chloride (12.7 ml, 85.2 mmol) was added neat. The reaction was warmed to room temperature and stirred 1 to 2 h. The reaction was quenched by adding 100 ml of saturated aqueous ammonium chloride ... The reactants are CC(=O)O[BH-](OC(C)=O)OC(C)=O, COC(=O)C(C)(C)C=O, CC(=O)O, ClCCl, CC(C)(C)OC(=O)N1CCNCC1, [Na+]. Product: COC(=O)C(C)(C)CN1CCN(C(=O)OC(C)(C)C)CC1. RXN SMILES: [C:27]([O:28][BH-:29]([O:30][C:31](=[O:32])[CH3:33])[O:34][C:35](=[O:36])[CH3:37])(=[O:38])[CH3:39].[CH3:1][C:2]([C:3](=[O:4])[O:5][CH3:6])([CH:7]=[O:8])[CH3:9].[CH3:23][C:24](=[O:25])[OH:26].[Cl:41][CH2:42][Cl:43].[N:10]1([C:16](=[O:17])[O:18][C:19]([CH3:20])([CH3:21])[CH3:22])[CH2:11][CH2:12][NH:13][CH2:14][CH2:15]1.[Na+:40]>>[CH3:1][C:2]([C:3](=[O:4])[O:5][CH3:6])([CH2:7][N:13]1[CH2:12][CH2:11][N:10]([C:16](=[O:17])[O:18][C:19]([CH3:20])([CH3:21])[CH3:22])[CH2:15][CH2:14]1)[CH3:9]. Starting materials: CN1C(N=C(C2=C1SC=C2)C2=C(C=CC=C2)Cl)=O (1-methyl-4-(o-chlorophenyl)-1,2-dihydrothieno[2,3-d]pyrimidin-2-one), S(=O)(=O)(Cl)Cl (sulfuryl chloride), N (ammonia). Run in C(Cl)(Cl)Cl (chloroform). Run at temperature 50 celsius, time 7 hour. Product: CN1C(N=C(C2=C1SC(=C2)Cl)C2=C(C=CC=C2)Cl)=O (1-methyl-4-(o-chlorophenyl)-6-chloro-1,2-dihydrothieno[2,3-d]pyrimidin-2-one). RXN SMILES: [CH3:1][N:2]1[C:7]2[S:8][CH:9]=[CH:10][C:6]=2[C:5]([C:11]2[CH:16]=[CH:15][CH:14]=[CH:13][C:12]=2[Cl:17])=[N:4][C:3]1=[O:18].S(Cl)([Cl:22])(=O)=O.N>C(Cl)(Cl)Cl>[CH3:1][N:2]1[C:7]2[S:8][C:9]([Cl:22])=[CH:10][C:6]=2[C:5]([C:11]2[CH:16]=[CH:15][CH:14]=[CH:13][C:12]=2[Cl:17])=[N:4][C:3]1=[O:18]. Reported procedure: To a solution of 450 mg of 1-methyl-4-(o-chlorophenyl)-1,2-dihydrothieno[2,3-d]pyrimidin-2-one in 11 ml of chloroform is added dropwise 0.66 g of sulfuryl chloride. After stirring the reaction mixture for 7 hours at 50°C, the reaction mixture is neutralized with aqueous ammonia, then extracted with chloroform. The chloroform extracts are washed with water, dried and evaporated under reduced pressure to a residue to give crystals, which are recrystallized from ethanol-ether to give 1-methyl-4-(o-...